This data is from the Open Reaction Database (ORD), a public repository of structured organic reaction records. The task is: describe an organic reaction: reactants, conditions, products, and yield Starting materials: C(C)(C)(C)OC(NC1CCC=2N(C3=CC=C(C=C3C2C1)Br)CC1=CC(=CC=C1)F)=O ([6-bromo-9-(3-fluoro-benzyl)-2,3,4,9-tetrahydro-1H-carbazol-3-yl]-carbamic acid tert-butyl ester). Run in Cl (HCl), O1CCOCC1 (dioxane), O1CCOCC1 (dioxane). Reaction conditions: time 10 minute. Yields the product BrC=1C=C2C=3CC(CCC3N(C2=CC1)CC1=CC(=CC=C1)F)N (6-bromo-9-(3-fluoro-benzyl)-2,3,4,9-tetrahydro-1H-carbazol-3-ylamine). The yield is 109.7%. Reaction SMILES: C(OC(=O)[NH:7][CH:8]1[CH2:20][C:19]2[C:18]3[C:13](=[CH:14][CH:15]=[C:16]([Br:21])[CH:17]=3)[N:12]([CH2:22][C:23]3[CH:28]=[CH:27][CH:26]=[C:25]([F:29])[CH:24]=3)[C:11]=2[CH2:10][CH2:9]1)(C)(C)C>Cl.O1CCOCC1>[Br:21][C:16]1[CH:17]=[C:18]2[C:13](=[CH:14][CH:15]=1)[N:12]([CH2:22][C:23]1[CH:28]=[CH:27][CH:26]=[C:25]([F:29])[CH:24]=1)[C:11]1[CH2:10][CH2:9][CH:8]([NH2:7])[CH2:20][C:19]2=1. Reported procedure: To remove the —BOC protecting group, dissolve [6-bromo-9-(3-fluoro-benzyl)-2,3,4,9-tetrahydro-1H-carbazol-3-yl]-carbamic acid tert-butyl ester (6.0 mg, 12.7 mmol) in 4N HCl in dioxane (100 mL). Stir for 10 min and then add more dioxane (50 mL) to aid in stirring the thick white solid. Collect the solid and wash with diethyl ether to give 5.2 g (99%) 6-bromo-9-(3-fluoro-benzyl)-2,3,4,9-tetrahydro-1H-carbazol-3-ylamine as the HCl salt. MS (ES): m/z 356, 358 (M+1); HPLC: Rt=1.84 min, (96%). Reactants: Oc1c(Cl)cc(OCC=C(Cl)Cl)cc1Cl, OCCCCOCC=C(Cl)Cl, CC(C)OC(=O)N=NC(=O)OC(C)C, C1CCOC1, c1ccc(P(c2ccccc2)c2ccccc2)cc1. Product: ClC(Cl)=CCOCCCCOc1c(Cl)cc(OCC=C(Cl)Cl)cc1Cl. Reaction SMILES: [Cl:12][c:13]1[c:14]([OH:26])[c:15]([Cl:25])[cH:16][c:17]([O:19][CH2:20][CH:21]=[C:22]([Cl:23])[Cl:24])[cH:18]1.[Cl:1][C:2](=[CH:3][CH2:4][O:5][CH2:6][CH2:7][CH2:8][CH2:9][OH:10])[Cl:11].[O:46]=[C:47]([O:48][CH:49]([CH3:50])[CH3:51])[N:52]=[N:53][C:54]([O:55][CH:56]([CH3:57])[CH3:58])=[O:59].[O:60]1[CH2:61][CH2:62][CH2:63][CH2:64]1.[c:27]1([P:28]([c:29]2[cH:30][cH:31][cH:32][cH:33][cH:34]2)[c:35]2[cH:36][cH:37][cH:38][cH:39][cH:40]2)[cH:41][cH:42][cH:43][cH:44][cH:45]1>>[Cl:1][C:2](=[CH:3][CH2:4][O:5][CH2:6][CH2:7][CH2:8][CH2:9][O:10][c:14]1[c:13]([Cl:12])[cH:18][c:17]([O:19][CH2:20][CH:21]=[C:22]([Cl:23])[Cl:24])[cH:16][c:15]1[Cl:25])[Cl:11]. Starting materials: CO, Cl, C1COCCO1, CCC(NS(=O)C(C)(C)C)c1ccn(S(=O)(=O)c2ccc(C)cc2)n1. Yields the product CCC(N)c1ccn(S(=O)(=O)c2ccc(C)cc2)n1. RXN SMILES: [CH3:33][OH:34].[ClH:26].[O:27]1[CH2:28][CH2:29][O:30][CH2:31][CH2:32]1.[c:1]1([CH3:25])[cH:2][cH:3][c:4]([S:7](=[O:8])(=[O:9])[n:10]2[n:11][c:12]([CH:15]([CH2:16][CH3:17])[NH:18][S:19]([C:20]([CH3:21])([CH3:22])[CH3:23])=[O:24])[cH:13][cH:14]2)[cH:5][cH:6]1>>[c:1]1([CH3:25])[cH:2][cH:3][c:4]([S:7](=[O:8])(=[O:9])[n:10]2[n:11][c:12]([CH:15]([CH2:16][CH3:17])[NH2:18])[cH:13][cH:14]2)[cH:5][cH:6]1. The reactants are CCOC(=O)CC(=O)COCc1ccccc1, CO, O=C[O-], [NH4+]. Yields the product CCOC(=O)C=C(N)COCc1ccccc1. RXN SMILES: [CH2:1]([c:2]1[cH:3][cH:4][cH:5][cH:6][cH:7]1)[O:8][CH2:9][C:10]([CH2:11][C:12](=[O:13])[O:14][CH2:15][CH3:16])=[O:17].[CH3:22][OH:23].[CH:18]([O-:19])=[O:20].[NH4+:21]>>[CH2:1]([c:2]1[cH:3][cH:4][cH:5][cH:6][cH:7]1)[O:8][CH2:9][C:10](=[CH:11][C:12](=[O:13])[O:14][CH2:15][CH3:16])[NH2:21]. Reactants: C[O-], CO, COC(=O)c1sc2ccnc(Cl)c2c1N, [Na+]. Yields the product COC(=O)c1sc2ccnc(OC)c2c1N. As a reaction SMILES: [CH3:16][O-:17].[CH3:19][OH:20].[NH2:1][c:2]1[c:3]([C:12](=[O:13])[O:14][CH3:15])[s:4][c:5]2[c:6]1[c:7]([Cl:11])[n:8][cH:9][cH:10]2.[Na+:18]>>[NH2:1][c:2]1[c:3]([C:12](=[O:13])[O:14][CH3:15])[s:4][c:5]2[c:6]1[c:7]([O:17][CH3:16])[n:8][cH:9][cH:10]2. The reactants are CCC(=O)OC(=O)CC, CCO[PH](=O)OCC, CC=O, c1ccncc1. Product: C=COC(=O)CC, CCO[PH](=O)OCC. Reaction SMILES: [C:12]([CH2:13][CH3:14])(=[O:15])[O:16][C:17]([CH2:18][CH3:20])=[O:19].[CH2:1]([CH3:2])[O:3][PH:4]([O:5][CH2:6][CH3:7])=[O:8].[O:9]=[CH:10][CH3:11].[cH:21]1[cH:22][cH:23][n:24][cH:25][cH:26]1>>[C:12]([CH2:13][CH3:14])(=[O:15])[O:16][CH:17]=[CH2:18].[CH2:1]([CH3:2])[O:3][PH:4]([O:5][CH2:6][CH3:7])=[O:8]. The reactants are [Al+3], [H-], [H-], [H-], [H-], [Li+], [Na+], [Na+], O=S(=O)([O-])[O-], C1CCOC1, O=C1CSc2ccccc2CN1. Yields the product c1ccc2c(c1)CNCCS2. RXN SMILES: [Al+3:14].[H-:13].[H-:16].[H-:17].[H-:18].[Li+:15].[Na+:19].[Na+:20].[O-:21][S:22](=[O:23])(=[O:24])[O-:25].[O:26]1[CH2:27][CH2:28][CH2:29][CH2:30]1.[S:1]1[CH2:2][C:3](=[O:12])[NH:4][CH2:5][c:6]2[c:7]1[cH:8][cH:9][cH:10][cH:11]2>>[S:1]1[CH2:2][CH2:3][NH:4][CH2:5][c:6]2[c:7]1[cH:8][cH:9][cH:10][cH:11]2.